Dataset: the Open Reaction Database (ORD), a public repository of structured organic reaction records. Task: describe an organic reaction: reactants, conditions, products, and yield The product is ClC1=CC=C(C=C1)C=CC(C)=O (4-(4-chlorophenyl)-3-buten-2-one). Reaction SMILES: N1CCCCC1.[CH3:7][C:8]([CH3:10])=[O:9].C(O)C.[Cl:14][C:15]1[CH:22]=[CH:21][C:18]([CH:19]=O)=[CH:17][CH:16]=1>C(O)(=O)C>[Cl:14][C:15]1[CH:22]=[CH:21][C:18]([CH:19]=[CH:7][C:8](=[O:9])[CH3:10])=[CH:17][CH:16]=1. Procedure details: Piperidine (1.5 ml) was added to a mixed solvent of acetone (1.1 ml) and ethanol (5 ml). After the resulting mixture was stirred for 5 minutes, 4-chlorobenzaldehyde (700 mg, 5.0 mmol) was added. The thus-obtained mixture was stirred at room temperature for 30 minutes. Acetic acid (two droplets, 0.2 ml) was then added, followed by heating under reflux for 6 hours. The solvent was distilled off and the residue (879 mg) was separated and purified by chromatography on a silica gel column [silica gel... The solvent is C(C)(=O)O (Acetic acid). Run at time 5 minute. The yield is 41.7%. Starting materials: N1CCCCC1 (Piperidine), CC(=O)C (acetone), C(C)O (ethanol), ClC1=CC=C(C=O)C=C1 (4-chlorobenzaldehyde). Starting materials: CNC (dimethylamine), solution, ClC1=CC=C(C=C1)C1=NC=2C(=NC=CC2)N1[C@@H](C(=O)O)C ((R)-2-(4-chlorophenyl)-α-methyl-3H-imidazo[4,5-b]pyridine-3-acetic acid), C(=O)(N1C=NC=C1)N1C=NC=C1 (1,1'-carbonyldiimidazole). Solvent: O1CCCC1 (tetrahydrofuran), O1CCCC1 (tetrahydrofuran). Reaction conditions: temperature 45 celsius. The product is ClC1=CC=C(C=C1)C1=NC=2C(=NC=CC2)N1[C@@H](C(=O)N(C)C)C ((R)-2-(4-Chlorophenyl)-N,N,α-trimethyl-3H-imidazo[4,5-b]pyridine-3-acetamide). The yield is 47.8%. As a reaction SMILES: [Cl:1][C:2]1[CH:7]=[CH:6][C:5]([C:8]2[N:16]([C@H:17]([CH3:21])[C:18]([OH:20])=O)[C:11]3=[N:12][CH:13]=[CH:14][CH:15]=[C:10]3[N:9]=2)=[CH:4][CH:3]=1.[C:22](N1C=CN=C1)([N:24]1C=CN=[CH:25]1)=O.CNC>O1CCCC1>[Cl:1][C:2]1[CH:3]=[CH:4][C:5]([C:8]2[N:16]([C@H:17]([CH3:21])[C:18]([N:24]([CH3:25])[CH3:22])=[O:20])[C:11]3=[N:12][CH:13]=[CH:14][CH:15]=[C:10]3[N:9]=2)=[CH:6][CH:7]=1. Procedure: A solution of (R)-2-(4-chlorophenyl)-α-methyl-3H-imidazo[4,5-b]pyridine-3-acetic acid (5.0 g, 0.0166 mole), 1,1'-carbonyldiimidazole (2.69 g, 0.0166 mole) and dry tetrahydrofuran (100 ml) was stirred at room temperature for 2.25 hours with a stream of nitrogen bubbling through it. A solution of dimethylamine in tetrahydrofuran (22 ml of a 2.29M solution, 0.050 mole) was added and the reaction mixture was heated at 45° C. for two days under nitrogen. The solvents were removed under reduced pressu... The reactants are CS(=O)(=O)OCC1=C(SC=C1C1=CC=C(C=C1)F)C(F)(F)F ([4-(4-fluorophenyl)-2-(trifluoromethyl)thiophen-3-yl]methyl methanesulfonate), CC1=C(C=CC(=C1C)O)CCC(=O)OCC (ethyl 3-(2,3-dimethyl-4-hydroxyphenyl)propanoate), ethyl 3-(4-((4-(4-fluoro-phenyl)-2-(trifluoromethyl)thiophen-3-yl)methoxy)-2,3-dimethylphenyl) propanoate. Yields the product FC1=CC=C(C=C1)C=1C(=C(SC1)C(F)(F)F)COC1=C(C(=C(C=C1)CCC(=O)O)C)C (3-(4-((4-(4-fluorophenyl)-2-(trifluoromethyl)thiophen-3-yl)methoxy)-2,3-dimethylphenyl)propanoic acid). Procedure: The title compound was prepared according to the procedure described in Example 183 by coupling of [4-(4-fluorophenyl)-2-(trifluoromethyl)thiophen-3-yl]methyl methanesulfonate and ethyl 3-(2,3-dimethyl-4-hydroxyphenyl)propanoate followed by hydrolysis of ethyl 3-(4-((4-(4-fluoro-phenyl)-2-(trifluoromethyl)thiophen-3-yl)methoxy)-2,3-dimethylphenyl) propanoate to afford the desired product as an off-white solid. 1H NMR (400 MHz, CDCl3) δ 7.44 (m, 2H), 7.37 (s, 1H), 7.08 (t, J=8.0 Hz, 2H), 6.95 (d,... Reaction SMILES: CS([O:5][CH2:6][C:7]1[C:11]([C:12]2[CH:17]=[CH:16][C:15]([F:18])=[CH:14][CH:13]=2)=[CH:10][S:9][C:8]=1[C:19]([F:22])([F:21])[F:20])(=O)=O.[CH3:23][C:24]1[C:29]([CH3:30])=[C:28](O)[CH:27]=[CH:26][C:25]=1[CH2:32][CH2:33][C:34]([O:36]CC)=[O:35]>>[F:18][C:15]1[CH:16]=[CH:17][C:12]([C:11]2[C:7]([CH2:6][O:5][C:28]3[CH:27]=[CH:26][C:25]([CH2:32][CH2:33][C:34]([OH:36])=[O:35])=[C:24]([CH3:23])[C:29]=3[CH3:30])=[C:8]([C:19]([F:22])([F:21])[F:20])[S:9][CH:10]=2)=[CH:13][CH:14]=1. The reactants are C(=O)(OC(C)(C)C)OC(=O)[O-] (tert-butyl dicarbonate), S(=O)(=O)(O)O.CNC(S)=N (methyl thioisourea sulfate), C([O-])(O)=O.[Na+] (sodium bicarbonate), O (water). Run in C(Cl)Cl (methylene chloride). The product is C(C)(C)(C)OC(=O)N(C(S)=NC(=O)OC(C)(C)C)C (N,N'-bis-(tert-butoxycarbonyl)-methyl thioisourea). Yield: 69.2%. Reaction SMILES: [C:1]([O:8]C([O-])=O)([O:3][C:4]([CH3:7])([CH3:6])[CH3:5])=O.S(O)(O)(=O)=O.[CH3:17][NH:18][C:19](=[NH:21])[SH:20].[C:22](=[O:25])(O)[O-:23].[Na+].O>C(Cl)Cl>[C:4]([O:23][C:22]([N:18]([CH3:17])[C:19](=[N:21][C:1]([O:3][C:4]([CH3:5])([CH3:6])[CH3:7])=[O:8])[SH:20])=[O:25])([CH3:7])([CH3:6])[CH3:5] |f:1.2,3.4|. Procedure: 58.1 g of tert-butyl dicarbonate, 25.3 g of methyl thioisourea sulfate, 50 g of sodium bicarbonate, 500 ml of water and 500 ml of methylene chloride were stirred for 48 hours at 20° C. and after decanting, followed by extraction with methylene chloride and evaporation to dryness, 27 g of the expected product melting at 118° C. were obtained.